From a dataset of the Open Reaction Database (ORD), a public repository of structured organic reaction records. describe an organic reaction: reactants, conditions, products, and yield Reactants: Nc1c(F)cc(F)cc1Br, CCOC(=O)Cl, c1ccncc1. Yields the product CCOC(=O)Nc1c(F)cc(F)cc1Br. As a reaction SMILES: [Br:1][c:2]1[c:3]([NH2:4])[c:5]([F:10])[cH:6][c:7]([F:9])[cH:8]1.[Cl:11][C:12](=[O:13])[O:14][CH2:15][CH3:16].[cH:17]1[cH:18][cH:19][n:20][cH:21][cH:22]1>>[Br:1][c:2]1[c:3]([NH:4][C:12](=[O:13])[O:14][CH2:15][CH3:16])[c:5]([F:10])[cH:6][c:7]([F:9])[cH:8]1. Reactants: CC(C)(C)OC(=O)N1CCC(C2CO2)C1, C1CCOC1, CC(C)S, [H-], [Na+], O. Product: CC(C)SCC(O)C1CCN(C(=O)OC(C)(C)C)C1. As a reaction SMILES: [C:7]([CH3:8])([CH3:9])([CH3:10])[O:11][C:12](=[O:13])[N:14]1[CH2:15][CH:16]([CH:19]2[O:20][CH2:21]2)[CH2:17][CH2:18]1.[CH2:23]1[O:24][CH2:25][CH2:26][CH2:27]1.[CH3:1][CH:2]([CH3:3])[SH:4].[H-:6].[Na+:5].[OH2:22]>>[CH3:1][CH:2]([CH3:3])[S:4][CH2:21][CH:19]([CH:16]1[CH2:15][N:14]([C:12]([O:11][C:7]([CH3:8])([CH3:9])[CH3:10])=[O:13])[CH2:18][CH2:17]1)[OH:20]. Starting materials: NC1=CC=C(C(=C1O)F)OC (6-amino-2-fluoro-3-methoxyphenol), C(C)OC(=S)[S-].[K+] (potassium ethylxanthate). Solvent: C(C)O (ethanol). Reaction conditions: temperature 80 celsius, time 64 hour. The product is FC1=C(C=CC=2N=C(OC21)S)OC (7-fluoro-6-methoxy-1,3-benzoxazole-2-thiol). Yield: 52.7%. RXN SMILES: [NH2:1][C:2]1[C:7]([OH:8])=[C:6]([F:9])[C:5]([O:10][CH3:11])=[CH:4][CH:3]=1.C(O[C:15]([S-])=[S:16])C.[K+]>C(O)C>[F:9][C:6]1[C:7]2[O:8][C:15]([SH:16])=[N:1][C:2]=2[CH:3]=[CH:4][C:5]=1[O:10][CH3:11] |f:1.2|. Reported procedure: To a solution of 6-amino-2-fluoro-3-methoxyphenol (220 mg) in ethanol (10 mL) was added potassium ethylxanthate (450 mg), and the mixture was stirred at 80° C. for 64 hr. After allowing to cool to room temperature, the mixture was concentrated under reduced pressure. The obtained residue was dissolved in water, and the solution was acidified with 1 M hydrochloric acid. After stirring for 10 min, the mixture was extracted with ethyl acetate, and the obtained organic layer was washed with saturate... The reactants are COc1ccc(P2(=S)SP(=S)(c3ccc(OC)cc3)S2)cc1, O=C1CCCN1S(=O)(=O)c1ccc(N2CCCCCC2)cc1, C1CCOC1. The product is O=S(=O)(c1ccc(N2CCCCCC2)cc1)N1CCCC1=S. RXN SMILES: [CH3:23][O:24][c:25]1[cH:26][cH:27][c:28]([P:29]2(=[S:30])[S:31][P:33](=[S:34])([c:35]3[cH:36][cH:37][c:38]([O:39][CH3:40])[cH:41][cH:42]3)[S:32]2)[cH:43][cH:44]1.[N:1]1([c:8]2[cH:9][cH:10][c:11]([S:14](=[O:15])(=[O:16])[N:17]3[C:18](=[O:22])[CH2:19][CH2:20][CH2:21]3)[cH:12][cH:13]2)[CH2:2][CH2:3][CH2:4][CH2:5][CH2:6][CH2:7]1.[O:45]1[CH2:46][CH2:47][CH2:48][CH2:49]1>>[N:1]1([c:8]2[cH:9][cH:10][c:11]([S:14](=[O:15])(=[O:16])[N:17]3[C:18](=[S:32])[CH2:19][CH2:20][CH2:21]3)[cH:12][cH:13]2)[CH2:2][CH2:3][CH2:4][CH2:5][CH2:6][CH2:7]1. Starting materials: Stannic chloride, OC1=CC(CC(C1)C1=CC=CC2=CC=CC=C12)=O (3-hydroxy-5-(naphth-1-yl)-cyclohex-2-en-1-one), C(CC)(=O)Cl (propionyl chloride). The solvent is ClCCCl (1,2-dichloroethane). The product is OC1=C(C(CC(C1)C1=CC=CC2=CC=CC=C12)=O)C(CC)=O (3-hydroxy-5-(naphth-1-yl)-2-propionylcyclohex-2-en-1-one). Reaction SMILES: [OH:1][C:2]1[CH2:7][CH:6]([C:8]2[C:17]3[C:12](=[CH:13][CH:14]=[CH:15][CH:16]=3)[CH:11]=[CH:10][CH:9]=2)[CH2:5][C:4](=[O:18])[CH:3]=1.[C:19](Cl)(=[O:22])[CH2:20][CH3:21]>ClCCCl>[OH:18][C:4]1[CH2:5][CH:6]([C:8]2[C:17]3[C:12](=[CH:13][CH:14]=[CH:15][CH:16]=3)[CH:11]=[CH:10][CH:9]=2)[CH2:7][C:2](=[O:1])[C:3]=1[C:19](=[O:22])[CH2:20][CH3:21]. Reported procedure: Stannic chloride (12.0 g) was added dropwise to a mixture of 3-hydroxy-5-(naphth-1-yl)-cyclohex-2-en-1-one (10 g) and propionyl chloride (4.25 g) in 1,2-dichloroethane (50 ml). the mixture was stirred and heated at reflux under nitrogen for 6 hr. After cooling, the mixture was poured onto ice. The dichloromethane extract was evaporated and the residue was heated at reflux with a 2M sodium hydroxide solution (20 ml) for 2 hr. After cooling, the solution was poured into an ice/hydrochloric acid mi... Starting materials: Cc1ccccc1, CCN(C(C)C)C(C)C, ClCCl, Cl, c1cc2c(cc1C1CCCNC1)OCO2, O=C(O)C1COc2ccccc2O1, O, O=S(Cl)Cl. Reaction SMILES: [CH3:47][c:48]1[cH:49][cH:50][cH:51][cH:52][cH:53]1.[CH:34]([N:35]([CH2:36][CH3:37])[CH:38]([CH3:39])[CH3:40])([CH3:41])[CH3:42].[Cl:43][CH2:44][Cl:45].[ClH:33].[O:18]1[CH2:19][O:20][c:21]2[c:22]1[cH:23][cH:24][c:25]([CH:27]1[CH2:28][NH:29][CH2:30][CH2:31][CH2:32]1)[cH:26]2.[O:1]1[CH:2]([C:11](=[O:12])[OH:13])[CH2:3][O:4][c:5]2[c:6]1[cH:7][cH:8][cH:9][cH:10]2.[OH2:46].[S:14]([Cl:15])([Cl:16])=[O:17]>>[O:1]1[CH:2]([C:11](=[O:13])[N:29]2[CH2:28][CH:27]([c:25]3[cH:24][cH:23][c:22]4[c:21]([cH:26]3)[O:20][CH2:19][O:18]4)[CH2:32][CH2:31][CH2:30]2)[CH2:3][O:4][c:5]2[c:6]1[cH:7][cH:8][cH:9][cH:10]2. Yields the product O=C(C1COc2ccccc2O1)N1CCCC(c2ccc3c(c2)OCO3)C1. The reactants are ClC1=CC(=CC=C1)C(=O)OO (m-chloroperbenzoic acid), C(CCC)OCCOC1=CC=C(C=C1)C=1C=CC2=C(C=C(CCN2CC(C)C)C(=O)NC2=CC=C(C=C2)SCC2=NN(N=C2)CCC)C1 (7-[4-(2-butoxyethoxy)phenyl]-1-isobutyl-N-[4-[[(2-propyl-1,2,3-triazol-4-yl)methyl]sulfanyl]phenyl]-2,3-dihydro-1-benzazepine-4-carboxamide), S(=S)(=O)([O-])[O-].[Na+].[Na+] (sodium thiosulfate). Run in C(Cl)Cl (methylene chloride), C(Cl)Cl (methylene chloride). Run at time 15 minute. Product: C(CCC)OCCOC1=CC=C(C=C1)C=1C=CC2=C(C=C(CCN2CC(C)C)C(=O)NC2=CC=C(C=C2)S(=O)CC2=NN(N=C2)CCC)C1 (7-[4-(2-butoxyethoxy)phenyl]-1-isobutyl-N-[4-[[(2-propyl-1,2,3-triazol-4-yl)methyl]sulfinyl]phenyl]-2,3-dihydro-1-benzazepine-4-carboxamide). Isolated yield 84.6%. Reaction SMILES: [CH2:1]([O:5][CH2:6][CH2:7][O:8][C:9]1[CH:14]=[CH:13][C:12]([C:15]2[CH:16]=[CH:17][C:18]3[N:24]([CH2:25][CH:26]([CH3:28])[CH3:27])[CH2:23][CH2:22][C:21]([C:29]([NH:31][C:32]4[CH:37]=[CH:36][C:35]([S:38][CH2:39][C:40]5[CH:44]=[N:43][N:42]([CH2:45][CH2:46][CH3:47])[N:41]=5)=[CH:34][CH:33]=4)=[O:30])=[CH:20][C:19]=3[CH:48]=2)=[CH:11][CH:10]=1)[CH2:2][CH2:3][CH3:4].ClC1C=CC=C(C(OO)=[O:57])C=1.S([O-])([O-])(=O)=S.[Na+].[Na+]>C(Cl)Cl>[CH2:1]([O:5][CH2:6][CH2:7][O:8][C:9]1[CH:10]=[CH:11][C:12]([C:15]2[CH:16]=[CH:17][C:18]3[N:24]([CH2:25][CH:26]([CH3:27])[CH3:28])[CH2:23][CH2:22][C:21]([C:29]([NH:31][C:32]4[CH:33]=[CH:34][C:35]([S:38]([CH2:39][C:40]5[CH:44]=[N:43][N:42]([CH2:45][CH2:46][CH3:47])[N:41]=5)=[O:57])=[CH:36][CH:37]=4)=[O:30])=[CH:20][C:19]=3[CH:48]=2)=[CH:13][CH:14]=1)[CH2:2][CH2:3][CH3:4] |f:2.3.4|. Procedure details: 7-[4-(2-butoxyethoxy)phenyl]-1-isobutyl-N-[4-[[(2-propyl-1,2,3-triazol-4-yl)methyl]sulfanyl]phenyl]-2,3-dihydro-1-benzazepine-4-carboxamide (0.45 g) was dissolved in methylene chloride (9.0 ml), and to the solution was added dropwise a solution of m-chloroperbenzoic acid (174 mg) in methylene chloride (9.0 ml) at −78° C. The mixture was stirred for 15 minutes, and an aqueous solution of saturated sodium thiosulfate was added to the mixture. The mixture was extracted with ethyl acetate, washed wi... Reactants: ClC1=C(CNC(=O)C=2C(NN=C(C2)C2=CC=NC=C2)=O)C=CC(=C1)Cl (N-(2,4-dichlorobenzyl)-3-oxo-6-pyridin-4-yl-2,3-dihydropyridazine-4-carboxamide), ClC1=C(CN)C=CC=C1 (2-chlorobenzylamine), O=C1NN=C(C=C1C(=O)O)C1=CC=NC=C1 (3-oxo-6-pyridin-4-yl-2,3-dihydropyridazine-4-carboxylic acid), C(C(=O)Cl)(=O)Cl (oxalyl chloride). Solvent: C(C)N(CC)CC (triethylamine), ClCCl (dichloromethane), CN(C=O)C (dimethylformamide). The product is ClC1=C(CNC(=O)C=2C(NN=C(C2)C2=CC=NC=C2)=O)C=CC=C1 (N-(2-chlorobenzyl)-3-oxo-6-pyridin-4-yl-2,3-dihydropyridazine-4-carboxamide). Reaction SMILES: [Cl:1][C:2]1[CH:24]=[C:23](Cl)[CH:22]=[CH:21][C:3]=1[CH2:4][NH:5][C:6]([C:8]1[C:9](=[O:20])[NH:10][N:11]=[C:12]([C:14]2[CH:19]=[CH:18][N:17]=[CH:16][CH:15]=2)[CH:13]=1)=[O:7].O=C1C(C(O)=O)=CC(C2C=CN=CC=2)=NN1.C(Cl)(=O)C(Cl)=O.ClC1C=CC=CC=1CN>C(N(CC)CC)C.CN(C)C=O.ClCCl>[Cl:1][C:2]1[CH:24]=[CH:23][CH:22]=[CH:21][C:3]=1[CH2:4][NH:5][C:6]([C:8]1[C:9](=[O:20])[NH:10][N:11]=[C:12]([C:14]2[CH:19]=[CH:18][N:17]=[CH:16][CH:15]=2)[CH:13]=1)=[O:7]. Procedure details: Working as in example 2 for the preparation of N-(2,4-dichlorobenzyl)-3-oxo-6-pyridin-4-yl-2,3-dihydropyridazine-4-carboxamide, but starting with 0.3 g of 3-oxo-6-pyridin-4-yl-2,3-dihydropyridazine-4-carboxylic acid, 10 cm3 of dichloromethane, 0.02 cm3 of dimethylformamide, 0.12 cm3 of oxalyl chloride, 0.19 cm3 of 2-chlorobenzylamine and 0.19 cm3 of triethylamine, 0.25 g of N-(2-chlorobenzyl)-3-oxo-6-pyridin-4-yl-2,3-dihydropyridazine-4-carboxamide was obtained in the form of a white solid melti... Reactants: CC(C)CC(C(=O)NN1C(=O)NC2(CCN(C(=O)OCc3ccccc3)CC2)C1=O)C(CCCc1ccccc1)C(=O)OC(C)(C)C, CO, [H][H]. Product: CC(C)CC(C(=O)NN1C(=O)NC2(CCNCC2)C1=O)C(CCCc1ccccc1)C(=O)OC(C)(C)C. As a reaction SMILES: [C:1]([CH3:2])([CH3:3])([CH3:4])[O:5][C:6](=[O:7])[CH:8]([CH2:9][CH2:10][CH2:11][c:12]1[cH:13][cH:14][cH:15][cH:16][cH:17]1)[CH:18]([C:19](=[O:20])[NH:21][N:22]1[C:23](=[O:43])[NH:24][C:25]2([C:26]1=[O:27])[CH2:28][CH2:29][N:30]([C:33]([O:34][CH2:35][c:36]1[cH:37][cH:38][cH:39][cH:40][cH:41]1)=[O:42])[CH2:31][CH2:32]2)[CH2:44][CH:45]([CH3:46])[CH3:47].[CH3:50][OH:51].[H:48][H:49]>>[C:1]([CH3:2])([CH3:3])([CH3:4])[O:5][C:6](=[O:7])[CH:8]([CH2:9][CH2:10][CH2:11][c:12]1[cH:13][cH:14][cH:15][cH:16][cH:17]1)[CH:18]([C:19](=[O:20])[NH:21][N:22]1[C:23](=[O:43])[NH:24][C:25]2([C:26]1=[O:27])[CH2:28][CH2:29][NH:30][CH2:31][CH2:32]2)[CH2:44][CH:45]([CH3:46])[CH3:47].